From a dataset of the Open Reaction Database (ORD), a public repository of structured organic reaction records. describe an organic reaction: reactants, conditions, products, and yield The reactants are C(C)(C)(C)C=1C=C(CN[C@H]2CS(C[C@H]([C@@H]2O)CC2=CC(=C(C(=C2)OCC(F)(F)F)[N+](=O)[O-])F)(=O)=O)C=CC1 ((3R,4S,5S)-3-(3-tert-Butyl-benzylamino)-5-[3-fluoro-4-nitro-5-(2,2,2-trifluoro-ethoxy)-benzyl]-1,1-dioxo-hexahydro-1lambda*6*-thiopyran-4-ol), C(=O)(C=1NC=CN1)C=1NC=CN1 (carbonyl-diimidazole), CCN(C(C)C)C(C)C (DIPEA). The reagents and catalysts are CN(C)C=1C=CN=CC1 (DMAP). The solvent is C(C)#N (ACN), CN(C)C=O (DMF). Yields the product C(C)(C)(C)C=1C=C(CN2C(O[C@H]3[C@@H](CS(C[C@H]23)(=O)=O)CC2=CC(=C(C(=C2)OCC(F)(F)F)[N+](=O)[O-])F)=O)C=CC1 ((3aR,7S,7aS)-3-(3-tert-Butyl-benzyl)-7-[3-fluoro-4-nitro-5-(2,2,2-trifluoro-ethoxy)-benzyl]-5,5-dioxo-hexahydro-1-oxa-5lambda*6*-thia-3-aza-inden-2-one). RXN SMILES: [C:1]([C:5]1[CH:6]=[C:7]([CH:36]=[CH:37][CH:38]=1)[CH2:8][NH:9][C@@H:10]1[C@@H:15]([OH:16])[C@H:14]([CH2:17][C:18]2[CH:23]=[C:22]([O:24][CH2:25][C:26]([F:29])([F:28])[F:27])[C:21]([N+:30]([O-:32])=[O:31])=[C:20]([F:33])[CH:19]=2)[CH2:13][S:12](=[O:35])(=[O:34])[CH2:11]1)([CH3:4])([CH3:3])[CH3:2].[C:39](C1NC=CN=1)(C1NC=CN=1)=[O:40].CCN(C(C)C)C(C)C>C(#N)C.CN(C=O)C.CN(C1C=CN=CC=1)C>[C:1]([C:5]1[CH:6]=[C:7]([CH:36]=[CH:37][CH:38]=1)[CH2:8][N:9]1[C@@H:10]2[C@H:15]([C@H:14]([CH2:17][C:18]3[CH:23]=[C:22]([O:24][CH2:25][C:26]([F:28])([F:29])[F:27])[C:21]([N+:30]([O-:32])=[O:31])=[C:20]([F:33])[CH:19]=3)[CH2:13][S:12](=[O:35])(=[O:34])[CH2:11]2)[O:16][C:39]1=[O:40])([CH3:4])([CH3:2])[CH3:3]. Procedure: To a solution of (3R,4S,5S)-3-(3-tert-Butyl-benzylamino)-5-[3-fluoro-4-nitro-5-(2,2,2-trifluoro-ethoxy)-benzyl]-1,1-dioxo-hexahydro-1lambda*6*-thiopyran-4-ol (1.39 g, 2.47 mmol) in ACN (4 mL) and DMF (2 mL) was added carbonyl-diimidazole (0.8 g 4.94 mmol), DIPEA (4.8 g, 3.71 mmol) and DMAP (30 mg, 0.247 mmol). The reaction mixture was refluxed for 2 days and then concentrated in vacuo. The title compound was obtained after flash-chromatography on silica gel (toluene-EtOAc 1:1): ESIMS [M+NH4]+=60... The reactants are CCO, [Cl-], [Fe], CC(C)Cn1c(=O)n(C)c(=O)c2cc(Cc3ccc([N+](=O)[O-])cc3)sc21, [NH4+], O. Product: CC(C)Cn1c(=O)n(C)c(=O)c2cc(Cc3ccc(N)cc3)sc21. As a reaction SMILES: [CH3:29][CH2:30][OH:31].[Cl-:27].[Fe:33].[N+:1]([O-:2])(=[O:3])[c:4]1[cH:5][cH:6][c:7]([CH2:10][c:11]2[cH:12][c:13]3[c:14]([n:15]([CH2:22][CH:23]([CH3:24])[CH3:25])[c:16](=[O:21])[n:17]([CH3:20])[c:18]3=[O:19])[s:26]2)[cH:8][cH:9]1.[NH4+:28].[OH2:32]>>[NH2:1][c:4]1[cH:5][cH:6][c:7]([CH2:10][c:11]2[cH:12][c:13]3[c:14]([n:15]([CH2:22][CH:23]([CH3:24])[CH3:25])[c:16](=[O:21])[n:17]([CH3:20])[c:18]3=[O:19])[s:26]2)[cH:8][cH:9]1. Starting materials: COC1=NC2=CC(=CC=C2C(=N1)O)OC (2,7-dimethoxyquinazolin-4-ol), O=P(Cl)(Cl)Cl (POCl3). The product is ClC1=NC(=NC2=CC(=CC=C12)OC)OC (4-chloro-2,7-dimethoxyquinazoline). Yield: 36.1%. As a reaction SMILES: [CH3:1][O:2][C:3]1[N:12]=[C:11](O)[C:10]2[C:5](=[CH:6][C:7]([O:14][CH3:15])=[CH:8][CH:9]=2)[N:4]=1.O=P(Cl)(Cl)[Cl:18]>>[Cl:18][C:11]1[C:10]2[C:5](=[CH:6][C:7]([O:14][CH3:15])=[CH:8][CH:9]=2)[N:4]=[C:3]([O:2][CH3:1])[N:12]=1. Reported procedure: A solution of 2,7-dimethoxyquinazolin-4-ol (155 mg, 0.752 mmol) in POCl3 (2 ml, 21.46 mmol) was refluxed for 4 h. The reaction mixture was concentrated. The residue was dissolved in DCM and the pH was adjusted to 7 with 4N NaOH. The organic phase was collected and dried over sodium sulfate, filtered, then concentrated under vacuum. The crude material was purified by silica gel chromatography using 50% DCM in hexanes. The product fractions were collected and the solvent removed under vacuum to gi... Reactants: CC(C)(C)OC(=O)NCCC(=O)N1CCCC1C(=O)O, C(=NC1CCCCC1)=NC1CCCCC1. The product is NCCC(=O)N1CCCC1C(=O)O. RXN SMILES: [C:1]([O:2][C:3](=[O:4])[NH:8][CH2:9][CH2:10][C:11](=[O:12])[N:13]1[CH:14]([C:15](=[O:16])[OH:17])[CH2:18][CH2:19][CH2:20]1)([CH3:5])([CH3:6])[CH3:7].[CH:21]1([N:22]=[C:23]=[N:24][CH:25]2[CH2:26][CH2:27][CH2:28][CH2:29][CH2:30]2)[CH2:31][CH2:32][CH2:33][CH2:34][CH2:35]1>>[NH2:8][CH2:9][CH2:10][C:11](=[O:12])[N:13]1[CH:14]([C:15](=[O:16])[OH:17])[CH2:18][CH2:19][CH2:20]1. Reactants: C(C)(=O)[O-].[Na+] (sodium acetate), C(C)(C)N(CCN1C(=O)C(=O)C2=CC=CC=C12)C(C)C (1-(2-diisopropylaminoethyl)isatin), Cl.C(C1=CC=CC=C1)NC(NN)=O (4-benzylsemicarbazide hydrochloride), C(C)O (ethanol). The solvent is mixture, O (water). Run at time 18 hour. Yields the product C(C1=CC=CC=C1)NC(N\N=C/1\C(N(C2=CC=CC=C12)CCN(C(C)C)C(C)C)=O)=O ((E)-1-(2-diisopropylaminoethyl)isatin 3-(4-benzylsemicarbazone)). The yield is 57.5%. RXN SMILES: [CH:1]([N:4]([CH:18]([CH3:20])[CH3:19])[CH2:5][CH2:6][N:7]1[C:17]2[C:12](=[CH:13][CH:14]=[CH:15][CH:16]=2)[C:10](=O)[C:8]1=[O:9])([CH3:3])[CH3:2].Cl.[CH2:22]([NH:29][C:30](=[O:33])[NH:31][NH2:32])[C:23]1[CH:28]=[CH:27][CH:26]=[CH:25][CH:24]=1.C(O)C.C([O-])(=O)C.[Na+]>O>[CH2:22]([NH:29][C:30](=[O:33])[NH:31]/[N:32]=[C:10]1/[C:8](=[O:9])[N:7]([CH2:6][CH2:5][N:4]([CH:18]([CH3:20])[CH3:19])[CH:1]([CH3:3])[CH3:2])[C:17]2[C:12]/1=[CH:13][CH:14]=[CH:15][CH:16]=2)[C:23]1[CH:28]=[CH:27][CH:26]=[CH:25][CH:24]=1 |f:1.2,4.5|. Procedure details: To a suspension of 1.37 g of 1-(2-diisopropylaminoethyl)isatin and 1.20 g of 4-benzylsemicarbazide hydrochloride in 20 ml of a mixture of ethanol and water (2:1) was added 0.50 g of sodium acetate. The mixture was stirred for 18 hours at room temperature, and then concentrated under reduced pressure. An aqueous sodium bicarbonate solution was added to the residue. The precipitates were collected by filtration, washed with water, and recrystallized from aqueous ethanol to obtain 1.21 g of (E)-1-(... The solvent is ClCCl (dichloromethane). Procedure: A cooled (0° C.) solution of 0.94 g (3 mmol) of [4-(2-methoxy-ethyl)-2-(6-trifluoromethyl-pyridin-3-yl)-pyrimidin-5-yl]-methanol in 30 ml dichloromethane was treated with 0.44 ml (6 mmol) thionylchloride and stirred for 2.5 h at RT. The reaction was evaporated, dissolved twice in heptane an evaporated to give 1.0 g of pure 5-chloromethyl-4-(2-methoxy-ethyl)-2-(6-trifluoromethyl-pyridin-3-yl)-pyrimidine. Isolated yield 100.5%. Reaction SMILES: [CH3:1][O:2][CH2:3][CH2:4][C:5]1[C:10]([CH2:11]O)=[CH:9][N:8]=[C:7]([C:13]2[CH:14]=[N:15][C:16]([C:19]([F:22])([F:21])[F:20])=[CH:17][CH:18]=2)[N:6]=1.S(Cl)([Cl:25])=O>ClCCl>[Cl:25][CH2:11][C:10]1[C:5]([CH2:4][CH2:3][O:2][CH3:1])=[N:6][C:7]([C:13]2[CH:14]=[N:15][C:16]([C:19]([F:22])([F:21])[F:20])=[CH:17][CH:18]=2)=[N:8][CH:9]=1. Starting materials: COCCC1=NC(=NC=C1CO)C=1C=NC(=CC1)C(F)(F)F ([4-(2-methoxy-ethyl)-2-(6-trifluoromethyl-pyridin-3-yl)-pyrimidin-5-yl]-methanol), S(=O)(Cl)Cl (thionylchloride). Product: ClCC=1C(=NC(=NC1)C=1C=NC(=CC1)C(F)(F)F)CCOC (5-chloromethyl-4-(2-methoxy-ethyl)-2-(6-trifluoromethyl-pyridin-3-yl)-pyrimidine). Reaction conditions: time 2.5 hour. The reactants are C(C)OC1=C(C=C2C(CN(C3CC4=C(C1=C23)C=C(C(=C4)OCC)OCC)CCCCC)O)OCC ((±)-5,6,6a,7-tetrahydro-1,2,9,10-tetraethoxy-6-n-pentyl-4H-dibenzo[de,g]quinolin-4-ol), C(C)OC1=C(C=C2C(CN(C3CC4=C(C1=C23)C=C(C(=C4)OC)OC)CC4CCC4)O)OCC ((±)-5,6,6a,7-tetrahydro-1,2-diethoxy-9,10-dimethoxy-6-cyclobutylmethyl-4H-dibenzo[de,g]quinolin-4-ol), COC1=C(C(=C2C(CN(C3CC4=C(C1=C23)C=C(C=C4)OC)C(C)C)O)OC)OC ((±)-5,6,6a,7-tetrahydro-1,2,3,10-tetramethoxy-6-isopropyl-4H-dibenzo[de,g]quinolin-4ol), COC1=C(C=C2C(CN(C3CC4=C(C1=C23)C=C(C(=C4)OC)OC)CC4CC4)O)OC ((±)-5,6,6a,7-tetrahydro-1,2,9,10-tetramethoxy-6-cyclopropylmethyl-4H-dibenzo[de,g]quinolin-4-ol). Product: COC1=C(C=C2C(CN(C3CC4=C(C1=C23)C=C(C(=C4)OC)OC)CC(C)C)O)OC ((±)-5,6,6a,7-tetrahydro-1,2,9,10-tetramethoxy-6-isobutyl-4H-dibenzo[de,g]quinolin-4-ol). As a reaction SMILES: C(OC1C2=C3C(CC4C=C(OCC)C(OCC)=CC=42)N(CCCCC)CC(O)C3=CC=1OCC)C.COC1C2=C3C(CC4C=CC(OC)=CC=42)N(C(C)C)CC(O)C3=C(OC)C=1OC.[CH3:65][O:66][C:67]1[C:78]2=[C:79]3[CH:74]([CH2:75][C:76]4[CH:83]=[C:82]([O:84][CH3:85])[C:81]([O:86][CH3:87])=[CH:80][C:77]=42)[N:73]([CH2:88][CH:89]2[CH2:91][CH2:90]2)[CH2:72][CH:71]([OH:92])[C:70]3=[CH:69][C:68]=1[O:93][CH3:94].C(OC1C2=C3C(CC4C=C(OC)C(OC)=CC=42)N(CC2CCC2)CC(O)C3=CC=1OCC)C>>[CH3:65][O:66][C:67]1[C:78]2=[C:79]3[CH:74]([CH2:75][C:76]4[CH:83]=[C:82]([O:84][CH3:85])[C:81]([O:86][CH3:87])=[CH:80][C:77]=42)[N:73]([CH2:88][CH:89]([CH3:91])[CH3:90])[CH2:72][CH:71]([OH:92])[C:70]3=[CH:69][C:68]=1[O:93][CH3:94]. Procedure details: (±)-5,6,6a,7-tetrahydro-1,2,9,10-tetraethoxy-6-n-pentyl-4H-dibenzo[de,g]quinolin-4-ol; (±)-5,6,6a,7-tetrahydro-1,2,3,10-tetramethoxy-6-isopropyl-4H-dibenzo[de,g]quinolin-4ol; (±)-5,6,6a,7-tetrahydro-1,2,9,10-tetramethoxy-6-cyclopropylmethyl-4H-dibenzo[de,g]quinolin-4-ol; (±)-5,6,6a,7-tetrahydro-1,2-diethoxy-9,10-dimethoxy-6-cyclobutylmethyl-4H-dibenzo[de,g]quinolin-4-ol.